From a dataset of the Open Reaction Database (ORD), a public repository of structured organic reaction records. describe an organic reaction: reactants, conditions, products, and yield The reactants are Cl (HCl), ( 9-10 ), ClC(C)(C(C(C)C)=O)C (2-chloro-2,4-dimethyl-3-pentanone), CC=1OC=CC1S (2-methyl-3-furan thiol), C[O-].[Na+] (sodium methoxide), N-Hexane. Solvent: O (water), CO (methanol), CO (methanol), CO (methanol). Run at temperature 35 celsius, time 10 minute. Yields the product CC=1OC=CC1SC(C(=O)C(C)C)(C)C ((2-METHYL-3-FURYL)(1,1,3,3-TETRAMETHYLACETONYL)SULFIDE). As a reaction SMILES: [CH3:1][C:2]1[O:3][CH:4]=[CH:5][C:6]=1[SH:7].C[O-].[Na+].Cl[C:12]([CH3:19])([C:14](=[O:18])[CH:15]([CH3:17])[CH3:16])[CH3:13].Cl>CO.O>[CH3:1][C:2]1[O:3][CH:4]=[CH:5][C:6]=1[S:7][C:12]([CH3:19])([CH3:13])[C:14]([CH:15]([CH3:17])[CH3:16])=[O:18] |f:1.2|. Reported procedure: Into a 25 ml round bottom 3 neck flask equipped with magnetic stirrer, Y tube, nitrogen inlet, reflux condenser, thermometer and heating mantle, is added 0.57 g (0.005 moles) 2-methyl-3-furan thiol in 3 ml absolute methanol and a solution of 0.27 g (0.005 moles) sodium methoxide in 3 ml of absolute methanol. After 10 minutes stirring, 0.74 g (0.005 moles) 2-chloro-2,4-dimethyl-3-pentanone in 1 ml absolute methanol is added slowly. The reaction mass is then warmed to 35° C using a hot water bath ... RXN SMILES: Cl[C:2]1[C:7]([C:8]([N:10]2[CH2:15][CH2:14][N:13]([CH:16]([CH3:18])[CH3:17])[CH2:12][CH2:11]2)=[O:9])=[CH:6][CH:5]=[CH:4][N:3]=1.Cl[C:20]1[N:28]=[CH:27][CH:26]=[CH:25][C:21]=1C(O)=O.[CH:29]([N:32]1CCNCC1)(C)[CH3:30]>>[CH:16]([N:13]1[CH2:14][CH2:15][N:10]([C:8]([C:7]2[C:2]([NH:32][CH2:29][CH2:30][N:28]3[CH2:20][CH2:21][CH2:25][CH2:26][CH2:27]3)=[N:3][CH:4]=[CH:5][CH:6]=2)=[O:9])[CH2:11][CH2:12]1)([CH3:18])[CH3:17]. Procedure: (2-Chloro-pyridin-3-yl)-(4-isopropyl-piperazin-1-yl)-methanone. The title compound was prepared in a manner similar to that described in Step A of Example 9 using 2-chloro-nicotinic acid and 1-isopropyl-piperazine. Yields the product C(C)(C)N1CCN(CC1)C(=O)C=1C(=NC=CC1)NCCN1CCCCC1 ((4-Isopropyl-piperazin-1-yl)-[2-(2-piperidin-1-yl-ethylamino)-pyridin-3-yl]-methanone). Reactants: ClC1=NC=CC=C1C(=O)N1CCN(CC1)C(C)C ((2-Chloro-pyridin-3-yl)-(4-isopropyl-piperazin-1-yl)-methanone), ClC1=C(C(=O)O)C=CC=N1 (2-chloro-nicotinic acid), C(C)(C)N1CCNCC1 (1-isopropyl-piperazine). The reactants are C(C)N(CCN)CC (N,N-diethylethylenediamine), C(C)N(CC)CCNC(C=CC=1C(=NN(C1)C)[N+](=O)[O-])=O (3-(1-methyl-3-nitro-4-pyrazolyl)-acrylic acid N-diethylaminoethylamide). Product: C1(CC1)NC(C=CC=1C(=NN(C1)C)[N+](=O)[O-])=O (3-(1-Methyl-3-nitro-4-pyrazolyl)-acrylic acid N-cyclopropylamide). Reaction SMILES: [CH2:1](N(CC)CCN)C.C(N([CH2:14][CH2:15][NH:16][C:17](=[O:29])[CH:18]=[CH:19][C:20]1[C:21]([N+:26]([O-:28])=[O:27])=[N:22][N:23]([CH3:25])[CH:24]=1)CC)C>>[CH:15]1([NH:16][C:17](=[O:29])[CH:18]=[CH:19][C:20]2[C:21]([N+:26]([O-:28])=[O:27])=[N:22][N:23]([CH3:25])[CH:24]=2)[CH2:14][CH2:1]1. Procedure: N,N-diethylethylenediamine, 3-(1-methyl-3-nitro-4-pyrazolyl)-acrylic acid N-diethylaminoethylamide; m.p. 109°-110° C. Starting materials: CNCCN1CCCC1, CSC1NC(=O)C(=Cc2ccc3c(cnn3Cc3ccc(Cl)cc3C(F)(F)F)c2)S1. Yields the product CN(CCN1CCCC1)C1=NC(=O)C(=Cc2ccc3c(cnn3Cc3ccc(Cl)cc3C(F)(F)F)c2)S1. As a reaction SMILES: [CH3:31][NH:32][CH2:33][CH2:34][N:35]1[CH2:36][CH2:37][CH2:38][CH2:39]1.[Cl:1][c:2]1[cH:3][c:4]([C:27]([F:28])([F:29])[F:30])[c:5]([CH2:6][n:7]2[n:8][cH:9][c:10]3[cH:11][c:12]([CH:16]=[C:17]4[C:18](=[O:24])[NH:19][CH:20]([S:22][CH3:23])[S:21]4)[cH:13][cH:14][c:15]23)[cH:25][cH:26]1>>[Cl:1][c:2]1[cH:3][c:4]([C:27]([F:28])([F:29])[F:30])[c:5]([CH2:6][n:7]2[n:8][cH:9][c:10]3[cH:11][c:12]([CH:16]=[C:17]4[C:18](=[O:24])[N:19]=[C:20]([N:32]([CH3:31])[CH2:33][CH2:34][N:35]5[CH2:36][CH2:37][CH2:38][CH2:39]5)[S:21]4)[cH:13][cH:14][c:15]23)[cH:25][cH:26]1. Starting materials: OC=1C=C(C=C(C1)CO)CO ((5-hydroxy-1,3-phenylene)dimethanol), BrCCCCN1C(C2=CC=CC=C2C1=O)=O (2-(4-bromobutyl)isoindoline-1,3-dione), C([O-])([O-])=O.[K+].[K+] (potassium carbonate), resultant mixture. The solvent is C(C)#N (acetonitrile). The product is OCC=1C=C(OCCCCN2C(C3=CC=CC=C3C2=O)=O)C=C(C1)CO (2-(4-(3,5-bis(hydroxymethyl)phenoxy)butyl)isoindoline-1,3-dione). Isolated yield 78.0%. RXN SMILES: [OH:1][C:2]1[CH:3]=[C:4]([CH2:10][OH:11])[CH:5]=[C:6]([CH2:8][OH:9])[CH:7]=1.Br[CH2:13][CH2:14][CH2:15][CH2:16][N:17]1[C:25](=[O:26])[C:24]2[C:19](=[CH:20][CH:21]=[CH:22][CH:23]=2)[C:18]1=[O:27].C(=O)([O-])[O-].[K+].[K+]>C(#N)C>[OH:9][CH2:8][C:6]1[CH:7]=[C:2]([CH:3]=[C:4]([CH2:10][OH:11])[CH:5]=1)[O:1][CH2:13][CH2:14][CH2:15][CH2:16][N:17]1[C:25](=[O:26])[C:24]2[C:19](=[CH:20][CH:21]=[CH:22][CH:23]=2)[C:18]1=[O:27] |f:2.3.4|. Procedure details: To a stirred solution of (5-hydroxy-1,3-phenylene)dimethanol (7.27 g, 47 mmol, 1 eq.) in 200 mL of acetonitrile at room temperature, 2-(4-bromobutyl)isoindoline-1,3-dione (1.2 eq.) and potassium carbonate (K2CO3, 2 eq.) were slowly added. The resultant mixture was then heated at reflux for 8 hours, after which the volatiles were removed, and the residue was partitioned between EtOAc and water. The EtOAc layer was washed with brine and dried over MgSO4. Evaporation of EtOAc gave 2-(4-(3,5-bis(hyd... Starting materials: CC1OC2(CN1)CCN(CC2)C (2,8-Dimethyl-1-oxa-3,8-diaza-spiro[4.5]decane), NCC1(CCN(CC1)C)O (4-aminomethyl-1-methyl-piperidin-4-ol), amine, C(C)=O (acetaldehyde). Run in ClCCl (dichloromethane). Yields the product CC1OC2(NC1)CCN(CC2)C (2,8-Dimethyl-1-oxa-4,8-diazaspiro[4.5]decane), NCC(C)O (1-amino-2-propanol), CN1CCC(CC1)=O (1-methyl-4-piperidone). RXN SMILES: CC1[NH:6][CH2:5][C:4]2([CH2:11][CH2:10][N:9]([CH3:12])[CH2:8][CH2:7]2)[O:3]1.[NH2:13][CH2:14][C:15]1([OH:22])[CH2:20][CH2:19][N:18]([CH3:21])[CH2:17][CH2:16]1.C(=O)C>ClCCl>[CH3:7][CH:4]1[CH2:5][NH:6][C:15]2([CH2:16][CH2:17][N:18]([CH3:21])[CH2:19][CH2:20]2)[O:22]1.[NH2:13][CH2:14][CH:15]([OH:22])[CH3:16].[CH3:12][N:9]1[CH2:10][CH2:11][C:4](=[O:3])[CH2:7][CH2:8]1. Procedure: The precursor amine compounds may in turn be prepared as described in greater detail below. Thus, for example, 2,8-Dimethyl-1-oxa-3,8-diaza-spiro[4.5]decane may be obtained by reaction of 4-aminomethyl-1-methyl-piperidin-4-ol with acetaldehyde in dry dichloromethane. 2,8-Dimethyl-1-oxa-4,8-diazaspiro[4.5]decane may be obtained by reaction of 1-amino-2-propanol with 1-methyl-4-piperidone under reflux. 1′,4-Dimethylspiro[3-oxa-6-azabicyclo[3.1.0]hexane-2,4′-piperidine] may be obtained by first pre... The reactants are CCO, COC(=O)c1ccc(O)c([N+](=O)[O-])c1, [Pd]. The product is COC(=O)c1ccc(O)c(N)c1. RXN SMILES: [CH3:15][CH2:16][OH:17].[CH3:1][O:2][C:3]([c:4]1[cH:5][c:6]([N+:11]([O-:12])=[O:13])[c:7]([OH:10])[cH:8][cH:9]1)=[O:14].[Pd:18]>>[CH3:1][O:2][C:3]([c:4]1[cH:5][c:6]([NH2:11])[c:7]([OH:10])[cH:8][cH:9]1)=[O:14].